The task is: describe an organic reaction: reactants, conditions, products, and yield. This data is from the Open Reaction Database (ORD), a public repository of structured organic reaction records. Starting materials: C(C)(C)(C)OC(=O)N[C@@H]1[C@H]2CSC=C(N2C1=O)C(=O)OCC(Cl)(Cl)Cl (trichloroethyl cis-7-t-butoxycarbonylamino-8-oxo-4 -thia-1-azabicyclo-[4.2.0]oct-2-ene-2-carboxylate), Cl (HCl). The reagents and catalysts are [Zn] (zinc). Solvent: CN(C=O)C (dimethylformamide), C(C)(=O)O (acetic acid), O (water). Run at time 3 hour. The product is C(C)(C)(C)OC(=O)N[C@@H]1[C@H]2CSC=C(N2C1=O)C(=O)O (cis-7-t-butoxycarbonylamino-8-oxo-4 -thia-1 -azabicyclo[4.2.0]oct-2-ene-2-carboxylic acid). Reaction SMILES: [C:1]([O:5][C:6]([NH:8][C@H:9]1[C:16](=[O:17])[N:15]2[C@@H:10]1[CH2:11][S:12][CH:13]=[C:14]2[C:18]([O:20]CC(Cl)(Cl)Cl)=[O:19])=[O:7])([CH3:4])([CH3:3])[CH3:2].Cl>CN(C)C=O.C(O)(=O)C.O.[Zn]>[C:1]([O:5][C:6]([NH:8][C@H:9]1[C:16](=[O:17])[N:15]2[C@@H:10]1[CH2:11][S:12][CH:13]=[C:14]2[C:18]([OH:20])=[O:19])=[O:7])([CH3:4])([CH3:2])[CH3:3]. Procedure details: To a solution of 43 mg (0.1 mmole) of trichloroethyl cis-7-t-butoxycarbonylamino-8-oxo-4 -thia-1-azabicyclo-[4.2.0]oct-2-ene-2-carboxylate in 6 ml of dimethylformamide and 6 ml of acetic acid is added over a 1.5 hr period 250 mg (3.8 mmole) zinc dust. The mixture is stirred vigorously for 3 hrs and then diluted with 50 ml of water. The mixture is acidified with dilute HCl, filtered and extracted with ethyl acetate. The organic phase is extracted with 5% NaHCO3 which is acidified and reextracted ... Reactants: N1C=C(C2=CC=CC=C12)CCCC(=O)O (4-(1H-Indol-3-yl)butyric acid), NCC1CCC(CC1)(C1=CC=CC=C1)N(C)C ((4-aminomethyl-1-phenylcyclohexyl)dimethylamine), [Cl-].COC1=NC(=NC(=N1)OC)[N+]1(CCOCC1)C (4-(4,6-dimethoxy-1,3,5-triazin-2-yl)-4-methylmorpholinium chloride), Cl (HCl). The solvent is CO (methanol), CC(CC)=O.C(C)O (2-butanone ethanol). Run at time 2 hour. The product is Cl.CN(C1(CCC(CC1)CNC(CCCC1=CNC2=CC=CC=C12)=O)C1=CC=CC=C1)C (N-(4-Dimethylamino-4-phenylcyclohexylmethyl)-4-(1H-indol-3-yl)butyramide hydrochloride), CN(C1(CCC(CC1)CNC(C(CC)C1=CNC2=CC=CC=C12)=O)C1=CC=CC=C1)C (N-(4-dimethylamino-4-phenylcyclohexylmethyl)-2-(1H-indol-3-yl)butyramide), solid. Reaction SMILES: [NH:1]1[C:9]2[C:4](=[CH:5][CH:6]=[CH:7][CH:8]=2)[C:3]([CH2:10][CH2:11][CH2:12][C:13]([OH:15])=O)=[CH:2]1.[NH2:16][CH2:17][CH:18]1[CH2:23][CH2:22][C:21]([N:30]([CH3:32])[CH3:31])([C:24]2[CH:29]=[CH:28][CH:27]=[CH:26][CH:25]=2)[CH2:20][CH2:19]1.[Cl-:33].[CH3:34][O:35]C1N=C(OC)N=C([N+]2(C)CCOCC2)N=1.Cl>CC(=O)CC.C(O)C.CO>[ClH:33].[CH3:31][N:30]([CH3:32])[C:21]1([C:24]2[CH:29]=[CH:28][CH:27]=[CH:26][CH:25]=2)[CH2:22][CH2:23][CH:18]([CH2:17][NH:16][C:13](=[O:15])[CH2:12][CH2:11][CH2:10][C:3]2[C:4]3[C:9](=[CH:8][CH:7]=[CH:6][CH:5]=3)[NH:1][CH:2]=2)[CH2:19][CH2:20]1.[CH3:31][N:30]([CH3:32])[C:21]1([C:24]2[CH:25]=[CH:26][CH:27]=[CH:28][CH:29]=2)[CH2:20][CH2:19][CH:18]([CH2:17][NH:16][C:34](=[O:35])[CH:10]([C:3]2[C:4]3[C:9](=[CH:8][CH:7]=[CH:6][CH:5]=3)[NH:1][CH:2]=2)[CH2:11][CH3:12])[CH2:23][CH2:22]1 |f:2.3,5.6,8.9|. Procedure: 4-(1H-Indol-3-yl)butyric acid (232 mg, 1.0 mmol.), the mixture of the diastereoisomers of (4-aminomethyl-1-phenylcyclohexyl)dimethylamine (203 mg, 1.0 mmol.) and 4-(4,6-dimethoxy-1,3,5-triazin-2-yl)-4-methylmorpholinium chloride (415 mg, 1.5 mmol.) were dissolved in abs. methanol and stirred for 20 h at RT. For working up, the mixture was concentrated and the residue was taken up in water (15 ml), adjusted to pH 11 with 5M NaOH and extracted with EE (4×20 ml). The organic phase was washed with 1...